From a dataset of the Open Reaction Database (ORD), a public repository of structured organic reaction records. describe an organic reaction: reactants, conditions, products, and yield Starting materials: CN1CCN(N)CC1, CN(C)CCN(C)C, NS(=O)(=O)c1ccc(Cl)c([N+](=O)[O-])c1, Cl, Cl, C1COCCO1. The product is CN1CCN(Nc2ccc(S(N)(=O)=O)cc2[N+](=O)[O-])CC1. As a reaction SMILES: [CH3:17][N:18]1[CH2:19][CH2:20][N:21]([NH2:24])[CH2:22][CH2:23]1.[CH3:25][N:26]([CH3:27])[CH2:28][CH2:29][N:30]([CH3:31])[CH3:32].[Cl:1][c:2]1[c:3]([N+:12](=[O:13])[O-:14])[cH:4][c:5]([S:8](=[O:9])(=[O:10])[NH2:11])[cH:6][cH:7]1.[ClH:15].[ClH:16].[O:33]1[CH2:34][CH2:35][O:36][CH2:37][CH2:38]1>>[c:2]1([NH:24][N:21]2[CH2:20][CH2:19][N:18]([CH3:17])[CH2:23][CH2:22]2)[c:3]([N+:12](=[O:13])[O-:14])[cH:4][c:5]([S:8](=[O:9])(=[O:10])[NH2:11])[cH:6][cH:7]1. Reactants: ClC1=CC=C(C=C1)N1C(=NC=2N(C=NC2C1=O)C1=CC=CC=C1)C1=CC=C(C=C1)I (1-(4-chloro-phenyl)-2-(4-iodo-phenyl)-9-phenyl-1,9-dihydro-purin-6-one), S1C=C(C=C1)B(O)O (3-thiophene boronic acid), C(=O)([O-])[O-].[Na+].[Na+] (Na2CO3). The reagents and catalysts are [Pd].C1(=CC=CC=C1)P(C1=CC=CC=C1)C1=CC=CC=C1.C1(=CC=CC=C1)P(C1=CC=CC=C1)C1=CC=CC=C1.C1(=CC=CC=C1)P(C1=CC=CC=C1)C1=CC=CC=C1.C1(=CC=CC=C1)P(C1=CC=CC=C1)C1=CC=CC=C1 (tetrakis(triphenylphosphine) palladium). The solvent is C1(=CC=CC=C1)C (toluene). Run at temperature 170 celsius. Yields the product ClC1=CC=C(C=C1)N1C(=NC=2N(C=NC2C1=O)C1=CC=CC=C1)C1=CC=C(C=C1)C1=CSC=C1 (1-(4-Chloro-phenyl)-9-phenyl-2-(4-thiophen-3-yl-phenyl)-1,9-dihydro-purin-6-one). Reaction SMILES: [Cl:1][C:2]1[CH:7]=[CH:6][C:5]([N:8]2[C:16](=[O:17])[C:15]3[N:14]=[CH:13][N:12]([C:18]4[CH:23]=[CH:22][CH:21]=[CH:20][CH:19]=4)[C:11]=3[N:10]=[C:9]2[C:24]2[CH:29]=[CH:28][C:27](I)=[CH:26][CH:25]=2)=[CH:4][CH:3]=1.[S:31]1[CH:35]=[CH:34][C:33](B(O)O)=[CH:32]1.C([O-])([O-])=O.[Na+].[Na+]>C1(C)C=CC=CC=1.[Pd].C1(P(C2C=CC=CC=2)C2C=CC=CC=2)C=CC=CC=1.C1(P(C2C=CC=CC=2)C2C=CC=CC=2)C=CC=CC=1.C1(P(C2C=CC=CC=2)C2C=CC=CC=2)C=CC=CC=1.C1(P(C2C=CC=CC=2)C2C=CC=CC=2)C=CC=CC=1>[Cl:1][C:2]1[CH:7]=[CH:6][C:5]([N:8]2[C:16](=[O:17])[C:15]3[N:14]=[CH:13][N:12]([C:18]4[CH:23]=[CH:22][CH:21]=[CH:20][CH:19]=4)[C:11]=3[N:10]=[C:9]2[C:24]2[CH:29]=[CH:28][C:27]([C:33]3[CH:34]=[CH:35][S:31][CH:32]=3)=[CH:26][CH:25]=2)=[CH:4][CH:3]=1 |f:2.3.4,6.7.8.9.10|. Reported procedure: A solution of 1-(4-chloro-phenyl)-2-(4-iodo-phenyl)-9-phenyl-1,9-dihydro-purin-6-one (20 mg, 0.038 mmol), 3-thiophene boronic acid (9.7 mg, 0.076 mmol) and tetrakis(triphenylphosphine) palladium (4.4 mg, 0.0038 mmol) in 1 mL of toluene is added 2.0 M Na2CO3 solution (200 μL). The reaction mixture is heated at 170° C. on the microwave oven for 20 min. After cooled down, the resulting solution is concentrated and purified with HPLC. 1H NMR (CDCl3) δ(ppm) 8.12 (s, 1H), 7.71 (d, 2H), 7.57 (t, 2H), 7... Starting materials: BrCCOCCBr (bis(2-bromoethyl)ether), FC1=C(C=CC=C1F)CC#N (2-(2,3-difluorophenyl)acetonitrile), [H-].[Na+] (sodium hydride). Run in CCOCC (ether), CN1CCCC1=O (NMP). Reaction conditions: temperature 0 celsius. Yields the product FC1=C(C=CC=C1F)C1(CCOCC1)C#N (4-(2,3-difluorophenyl)-tetrahydro-2H-pyran-4-carbonitrile). Yield: 73.4%. RXN SMILES: [H-].[Na+].Br[CH2:4][CH2:5][O:6][CH2:7][CH2:8]Br.[F:10][C:11]1[C:16]([F:17])=[CH:15][CH:14]=[CH:13][C:12]=1[CH2:18][C:19]#[N:20]>CN1C(=O)CCC1.CCOCC>[F:10][C:11]1[C:16]([F:17])=[CH:15][CH:14]=[CH:13][C:12]=1[C:18]1([C:19]#[N:20])[CH2:8][CH2:7][O:6][CH2:5][CH2:4]1 |f:0.1|. Procedure details: A mixture of sodium hydride (2 mL, 88 mmol) in 120 mL NMP was stirred at 0° C. and treated with a mixture of bis(2-bromoethyl)ether (9 mL, 40 mmol) and 2-(2,3-difluorophenyl)acetonitrile (6.12 g, 40 mmol) in 20 mL ether. The reaction was stirred at room temperature for 4 hours, carefully quenched with 20 mL H2O, and neutralized to pH=5 with concentrated HCl. The mixture was further diluted with 200 mL water, and the precipitate was collected by filtration. The solid was redissolved in 200 mL eth... Reactants: NC[C@@H]1[C@H]2C[C@H]2CN1C(=O)C=1N=C(SC1C=1C=C(C=CC1)C)C (((1S,2S,5R)-2-Aminomethyl-3-aza-bicyclo[3.1.0]hex-3-yl)-(2-methyl-5-m-tolyl-thiazol-4-yl)-methanone), O=C1COC2=C(N1)C=CC=C2C(=O)O (3-Oxo-3,4-dihydro-2H-benzo[1,4]oxazine-8-carboxylic acid). Yields the product CC=1SC(=C(N1)C(=O)N1[C@@H]([C@H]2C[C@H]2C1)CNC(=O)C1=CC=CC=2NC(COC21)=O)C=2C=C(C=CC2)C (3-Oxo-3,4-dihydro-2H-benzo[1,4]oxazine-8-carboxylic Acid[(1S,2S,5R)-3-(2-methyl-5-m-tolyl-thiazole-4-carbonyl)-3-aza-bicyclo[3.1.0]hex-2-ylmethyl]-amide). As a reaction SMILES: [NH2:1][CH2:2][C@H:3]1[N:8]([C:9]([C:11]2[N:12]=[C:13]([CH3:23])[S:14][C:15]=2[C:16]2[CH:17]=[C:18]([CH3:22])[CH:19]=[CH:20][CH:21]=2)=[O:10])[CH2:7][C@H:6]2[C@@H:4]1[CH2:5]2.[O:24]=[C:25]1[NH:30][C:29]2[CH:31]=[CH:32][CH:33]=[C:34]([C:35](O)=[O:36])[C:28]=2[O:27][CH2:26]1>>[CH3:23][C:13]1[S:14][C:15]([C:16]2[CH:17]=[C:18]([CH3:22])[CH:19]=[CH:20][CH:21]=2)=[C:11]([C:9]([N:8]2[CH2:7][C@H:6]3[C@H:4]([CH2:5]3)[C@H:3]2[CH2:2][NH:1][C:35]([C:34]2[C:28]3[O:27][CH2:26][C:25](=[O:24])[NH:30][C:29]=3[CH:31]=[CH:32][CH:33]=2)=[O:36])=[O:10])[N:12]=1. Reported procedure: prepared by reaction of ((1S,2S,5R)-2-Aminomethyl-3-aza-bicyclo[3.1.0]hex-3-yl)-(2-methyl-5-m-tolyl-thiazol-4-yl)-methanone with 3-Oxo-3,4-dihydro-2H-benzo[1,4]oxazine-8-carboxylic acid. LC-MS (basic): tR=0.77 min; [M+H]+=503.0. Starting materials: C(C)(=O)O (acetic acid), CCCC1=C(C=CC(=C1O)C(=O)C)O (2,4-dihydroxy-3-propylacetophenone), C(C(=O)OC)(=O)OC (dimethyl oxalate), C[O-].[Na+] (sodium methoxide). The solvent is CN(C=O)C (dimethylformamide). Reaction conditions: time 4 hour. The product is OC1=C(C2=C(C(C=C(O2)C(=O)OC)=O)C=C1)CCC (methyl 7-hydroxy-4-oxo-8-propyl-4H-1-benzopyran-2-oate). The yield is 66.7%. RXN SMILES: [CH3:1][CH2:2][CH2:3][C:4]1[C:9]([OH:10])=[C:8]([C:11]([CH3:13])=[O:12])[CH:7]=[CH:6][C:5]=1[OH:14].[C:15](OC)(=O)[C:16]([O:18][CH3:19])=[O:17].C[O-].[Na+].C(O)(=O)C>CN(C)C=O>[OH:14][C:5]1[CH:6]=[CH:7][C:8]2[C:11](=[O:12])[CH:13]=[C:15]([C:16]([O:18][CH3:19])=[O:17])[O:10][C:9]=2[C:4]=1[CH2:3][CH2:2][CH3:1] |f:2.3|. Reported procedure: To a solution of 99.7 g (0.513 mole) of 2,4-dihydroxy-3-propylacetophenone and 72.7 g (0.77 mole) of dimethyl oxalate in 1 liter of dry dimethylformamide was added in portions 97 g (1.8 mmole) of sodium methoxide. After stirring for 4 hours, 1.8 l of acetic acid was added and stirring was continued for 4 days. The reaction mixture was heated in a steam bath for four hours and evaporated to dryness. Water was added to the residue and the mixture was heated to boiling. A solid was filtered off and...